Dataset: the Open Reaction Database (ORD), a public repository of structured organic reaction records. Task: describe an organic reaction: reactants, conditions, products, and yield As a reaction SMILES: Cl[C:2]1[N:7]=[C:6]([C:8]2[C:9]([C:17]3[CH:18]=[C:19]([NH:23][C:24](=[O:33])[C:25]4[C:30](F)=[CH:29][CH:28]=[CH:27][C:26]=4F)[CH:20]=[CH:21][CH:22]=3)=[N:10][N:11]3[CH:16]=[CH:15][CH:14]=[CH:13][C:12]=23)[CH:5]=[CH:4][N:3]=1.F[C:35]1[CH:36]=[C:37]([CH:39]=[CH:40][C:41]=1N1CCOCC1)[NH2:38]>>[CH2:2]1[C:35]2[C:41](=[CH:40][CH:39]=[C:37]([NH:38][C:2]3[N:7]=[C:6]([C:8]4[C:9]([C:17]5[CH:18]=[C:19]([NH:23][C:24](=[O:33])[C:25]6[CH:30]=[CH:29][CH:28]=[CH:27][CH:26]=6)[CH:20]=[CH:21][CH:22]=5)=[N:10][N:11]5[CH:16]=[CH:15][CH:14]=[CH:13][C:12]=45)[CH:5]=[CH:4][N:3]=3)[CH:36]=2)[CH2:5][CH2:4][NH:3]1. Procedure details: The title compound was prepared from N-{3-[3-(2-chloro-4-pyrimidinyl)pyrazolo[1,5-a]pyridin-2-yl]phenyl}-2,6-difluorobenzamide and 3-fluoro-4-(4-morpholinyl)aniline by a procedure similar to Example 64. 1H NMR (400 MHz, DMSO-d6) δ 2.97 (t, 4H, J=4.5 Hz), 3.76 (t, 4H, J=4.5 Hz), 6.61 (d, 1H, J=5.2 Hz), 6.96 (t, 1H, J=9.4 Hz), 7.17 (t, 1H, J=6.8 Hz), 7.29 (t, 2H, J=8.0 Hz), 7.37 (d, 2H, J=7.9 Hz), 7.48-7.55 (m, 2H), 7.63 (t, 1H, J=8.3 Hz), 7.73 (d, 1H, J=15.5 Hz), 7.85 (d, 1H, J=8.8 Hz), 8.06 (s, ... Product: C1NCCC2=CC=C(C=C12)NC1=NC=CC(=N1)C=1C(=NN2C1C=CC=C2)C=2C=C(C=CC2)NC(C2=CC=CC=C2)=O (N-(3-{3-[2-(1,2,3,4-tetrahydro-7-isoquinolinylamino)-4-pyrimidinyl]-pyrazolo[1,5-a]pyridin-2-yl}phenyl)benzamide). Starting materials: ClC1=NC=CC(=N1)C=1C(=NN2C1C=CC=C2)C=2C=C(C=CC2)NC(C2=C(C=CC=C2F)F)=O (N-{3-[3-(2-chloro-4-pyrimidinyl)pyrazolo[1,5-a]pyridin-2-yl]phenyl}-2,6-difluorobenzamide), FC=1C=C(N)C=CC1N1CCOCC1 (3-fluoro-4-(4-morpholinyl)aniline). The reactants are CC1(O[C@@H]([C@H](O1)CO)CO)C ((4R-trans)-(-)-2,2-dimethyl-1,3-dioxolane-4,5-dimethanol), [H-].[Na+] (sodium hydride), O (water), C(C1=CC=CC=C1)Br (benzyl bromide). Run in C1CCOC1 (THF), C1CCOC1 (THF). Run at time 0.75 hour. Yields the product C1(=CC=CC=C1)COC[C@H]1OC(O[C@@H]1COCC1=CC=CC=C1)(C)C ((4R-trans)-(+)-4,5-Bis[(phenylmethoxy)methyl]-2,2-dimethyl-1,3-dioxolane). Isolated yield 120.7%. RXN SMILES: [CH3:1][C:2]1([CH3:11])[O:6][C@H:5]([CH2:7][OH:8])[C@@H:4]([CH2:9][OH:10])[O:3]1.[H-].[Na+].[CH2:14](Br)[C:15]1[CH:20]=[CH:19][CH:18]=[CH:17][CH:16]=1.O>C1COCC1>[C:15]1([CH2:14][O:8][CH2:7][C@@H:5]2[C@@H:4]([CH2:9][O:10][CH2:14][C:15]3[CH:20]=[CH:19][CH:18]=[CH:17][CH:16]=3)[O:3][C:2]([CH3:11])([CH3:1])[O:6]2)[CH:20]=[CH:19][CH:18]=[CH:17][CH:16]=1 |f:1.2|. Procedure details: A solution of (4R-trans)-(-)-2,2-dimethyl-1,3-dioxolane-4,5-dimethanol (51 g) in THF (400 ml) was added dropwise to a stirred suspension of sodium hydride (17.5 g of 80% in oil) in THF (200 ml). After 0.75 h, benzyl bromide (116.3 g) was added dropwise and the resulting mixture was stirred for 18 h, and was then heated at reflux for 2 h. After stirring for a further 20 h at 20°, the mixture was cooled in ice, water (10 ml) was added and the mixture was evaporated to dryness. The residue was extr... The reactants are O (water), [OH-].[K+] (Potassium hydroxide), C(C)SC1=NC(=C(C(N1)=O)CCO)C (2-(ethylthio)-5-(2-hydroxyethyl)-6-methyl-4(3H)-pyrimidinone), IC (iodomethane). The solvent is CS(=O)C (dimethyl sulfoxide). Reaction conditions: temperature 65 celsius, time 1 hour. Yields the product C(C)SC1=NC(=C(C(N1C)=O)CCO)C (2-(ethylthio)-5-(2-hydroxy-ethyl)-3,6-dimethyl-4(3H)-pyrimidinone). The yield is 46.7%. RXN SMILES: [OH-].[K+].[CH2:3]([S:5][C:6]1[NH:11][C:10](=[O:12])[C:9]([CH2:13][CH2:14][OH:15])=[C:8]([CH3:16])[N:7]=1)[CH3:4].I[CH3:18].O>CS(C)=O>[CH2:3]([S:5][C:6]1[N:11]([CH3:18])[C:10](=[O:12])[C:9]([CH2:13][CH2:14][OH:15])=[C:8]([CH3:16])[N:7]=1)[CH3:4] |f:0.1|. Procedure: Potassium hydroxide (8.4 g) was added to a solution of intermediate 2 (33 g) in dimethyl sulfoxide (150 ml). The mixture was stirred for 1 hour at 60-70 ° C. The mixture was cooled to 20° C. and iodomethane (21.3 g) was added dropwise. The reaction mixture was stirred overnight at RT. The mixture was poured out into water and extracted with toluene. The separated organic layer was dried, filtered and the solvent was evaporated. The residue was crystallized from 4-methyl-2-pentanone and the preci... The reactants are B(Br)(Br)Br.ClCCl (boron tribromide dichloromethane), methoxy, FC=1C=C(C=CC1)N1C(COC2(C1)CCN(CC2)C2=CC=C(C=C2)OC)=O (4-(3-Fluorophenyl)-9-(4-methoxyphenyl)-1-oxa-4,9-diazaspiro[5,5]undecan-3-one), [OH-].[Na+] (sodium hydroxide). Solvent: C(Cl)(Cl)Cl (chloroform). Reaction conditions: time 8 hour. Product: FC=1C=C(C=CC1)N1C(COC2(C1)CCN(CC2)C2=CC=C(C=C2)O)=O (4-(3-Fluorophenyl)-9-(4-hydroxyphenyl)-1-oxa-4,9-diazaspiro[5,5]undecan-3-one), crude product. Isolated yield 84.0%. As a reaction SMILES: [F:1][C:2]1[CH:3]=[C:4]([N:8]2[CH2:13][C:12]3([CH2:18][CH2:17][N:16]([C:19]4[CH:24]=[CH:23][C:22]([O:25]C)=[CH:21][CH:20]=4)[CH2:15][CH2:14]3)[O:11][CH2:10][C:9]2=[O:27])[CH:5]=[CH:6][CH:7]=1.B(Br)(Br)Br.ClCCl.[OH-].[Na+]>C(Cl)(Cl)Cl>[F:1][C:2]1[CH:3]=[C:4]([N:8]2[CH2:13][C:12]3([CH2:14][CH2:15][N:16]([C:19]4[CH:20]=[CH:21][C:22]([OH:25])=[CH:23][CH:24]=4)[CH2:17][CH2:18]3)[O:11][CH2:10][C:9]2=[O:27])[CH:5]=[CH:6][CH:7]=1 |f:1.2,3.4|. Reported procedure: The methoxy compound (205 mg, 0.553 mmol) obtained in (a) was dissolved in chloroform, and at 0° C., 1.0 M boron tribromide/dichloromethane solution (2.2 ml, 2.2 mmol) was dropwise added thereto, and this was stirred overnight at room temperature. At 0° C., the reaction solution was neutralized by adding aqueous 2 N sodium hydroxide solution thereto, and extracted with chloroform, and the organic layer was washed with saturated saline. The organic layer was dried with sodium sulfate, and the sol...